The task is: describe an organic reaction: reactants, conditions, products, and yield. This data is from the Open Reaction Database (ORD), a public repository of structured organic reaction records. Reactants: CCOC(=O)c1cn(C2CC2)c2cc(Br)c(F)cc2c1=O, Cc1cc([Sn](C)(C)C)cc(C)n1, C1COCCO1, O. Yields the product CCOC(=O)c1cn(C2CC2)c2cc(-c3cc(C)nc(C)c3)c(F)cc2c1=O. As a reaction SMILES: [Br:13][c:14]1[c:15]([F:33])[cH:16][c:17]2[c:18](=[O:32])[c:19]([C:27](=[O:28])[O:29][CH2:30][CH3:31])[cH:20][n:21]([CH:24]3[CH2:25][CH2:26]3)[c:22]2[cH:23]1.[CH3:1][c:2]1[n:3][c:4]([CH3:12])[cH:5][c:6]([Sn:8]([CH3:9])([CH3:10])[CH3:11])[cH:7]1.[O:34]1[CH2:35][CH2:36][O:37][CH2:38][CH2:39]1.[OH2:40]>>[CH3:1][c:2]1[n:3][c:4]([CH3:12])[cH:5][c:6](-[c:14]2[c:15]([F:33])[cH:16][c:17]3[c:18](=[O:32])[c:19]([C:27](=[O:28])[O:29][CH2:30][CH3:31])[cH:20][n:21]([CH:24]4[CH2:25][CH2:26]4)[c:22]3[cH:23]2)[cH:7]1. Starting materials: CC(C)(C)OC(=O)NC1(C(=O)NC(C#N)Cc2ccc(-c3ccc(F)c(C#N)c3)cc2)CCOCC1, O=CO. Yields the product N#Cc1cc(-c2ccc(CC(C#N)NC(=O)C3(N)CCOCC3)cc2)ccc1F. RXN SMILES: [C:1](#[N:2])[CH:3]([CH2:4][c:5]1[cH:6][cH:7][c:8](-[c:11]2[cH:12][c:13]([C:18]#[N:19])[c:14]([F:17])[cH:15][cH:16]2)[cH:9][cH:10]1)[NH:20][C:21](=[O:22])[C:23]1([NH:29][C:30](=[O:31])[O:32][C:33]([CH3:34])([CH3:35])[CH3:36])[CH2:24][CH2:25][O:26][CH2:27][CH2:28]1.[CH:37]([OH:38])=[O:39]>>[C:1](#[N:2])[CH:3]([CH2:4][c:5]1[cH:6][cH:7][c:8](-[c:11]2[cH:12][c:13]([C:18]#[N:19])[c:14]([F:17])[cH:15][cH:16]2)[cH:9][cH:10]1)[NH:20][C:21](=[O:22])[C:23]1([NH2:29])[CH2:24][CH2:25][O:26][CH2:27][CH2:28]1. Reactants: CCOC(=O)CC(CI)O[Si](C)(C)C(C)(C)C, C1CCOC1, CN1CCCN(C)C1=O, C=C[Mg+], [Cl-], [Cu]I. Product: C=CCC(CC(=O)OCC)O[Si](C)(C)C(C)(C)C. RXN SMILES: [C:14]([CH3:15])([CH3:16])([CH3:17])[Si:18]([O:19][CH:20]([CH2:21][C:22](=[O:23])[O:24][CH2:25][CH3:26])[CH2:27][I:28])([CH3:29])[CH3:30].[CH2:31]1[O:32][CH2:33][CH2:34][CH2:35]1.[CH3:5][N:6]1[CH2:7][CH2:8][CH2:9][N:10]([CH3:11])[C:12]1=[O:13].[CH:2](=[CH2:3])[Mg+:4].[Cl-:1].[Cu:36][I:37]>>[CH:2](=[CH2:3])[CH2:27][CH:20]([O:19][Si:18]([C:14]([CH3:15])([CH3:16])[CH3:17])([CH3:29])[CH3:30])[CH2:21][C:22](=[O:23])[O:24][CH2:25][CH3:26]. Starting materials: CS(=O)c1nc(N)nc(-c2ccco2)c1Br, C1CCOC1, CCN. The product is CCNc1nc(N)nc(-c2ccco2)c1Br. Reaction SMILES: [Br:1][c:2]1[c:3](-[c:12]2[o:13][cH:14][cH:15][cH:16]2)[n:4][c:5]([NH2:11])[n:6][c:7]1[S:8]([CH3:9])=[O:10].[CH2:20]1[O:21][CH2:22][CH2:23][CH2:24]1.[CH3:17][CH2:18][NH2:19]>>[Br:1][c:2]1[c:3](-[c:12]2[o:13][cH:14][cH:15][cH:16]2)[n:4][c:5]([NH2:11])[n:6][c:7]1[NH:19][CH2:18][CH3:17]. The reactants are ClC1=CC=C(CC2C(OC(OC2=O)(C)C)=O)C=C1 (5-(4-chlorobenzyl)-2,2-dimethyl-1,3-dioxane-4,6-dione), Intermediate 9, BrC=1C=C2C(=C(C(=NC2=CC1)Cl)CC1=CC=C(C=C1)Cl)Cl (6-bromo-2,4-dichloro-3-(4-chlorobenzyl)quinoline), BrC=1C=C2C(=C(C(=NC2=CC1)Cl)CC1=CC=C(C=C1)Cl)Cl (6-bromo-2,4-dichloro-3-(4-chlorobenzyl)quinoline), BrC=1C=C2C(=C(C(=NC2=CC1)Cl)CC1=CC=C(C=C1)Cl)Cl (6-bromo-2,4-dichloro-3-(4-chlorobenzyl)quinoline), CC1(OC(C(C(O1)=O)CC=1SC=CC1)=O)C (2,2-dimethyl-5-(thiophen-2-ylmethyl)-1,3-dioxane-4,6-dione). Yields the product S1C(=CC=C1)CC(C(=O)O)C(=O)O (2-(Thiophen-2-ylmethyl)malonic acid). Reaction SMILES: ClC1C=CC(CC2C(=O)OC(C)(C)OC2=O)=CC=1.BrC1C=C2C(=CC=1)N=C(Cl)C(CC1C=CC(Cl)=CC=1)=C2Cl.CC1(C)[O:46][C:45](=[O:47])[CH:44]([CH2:48][C:49]2[S:50][CH:51]=[CH:52][CH:53]=2)[C:43](=[O:54])[O:42]1>>[S:50]1[CH:51]=[CH:52][CH:53]=[C:49]1[CH2:48][CH:44]([C:45]([OH:47])=[O:46])[C:43]([OH:54])=[O:42]. Reported procedure: The title compound was prepared by substituting 5-(4-chlorobenzyl)-2,2-dimethyl-1,3-dioxane-4,6-dione (Intermediate 3: step a) with 2,2-dimethyl-5-(thiophen-2-ylmethyl)-1,3-dioxane-4,6-dione (Intermediate 9: step a) then following the procedure described for the preparation of 2-(4-chlorobenzyl)malonic acid (Intermediate 3: step b). The reactants are NC1=C(C=C(C=C1)C1=NCCC2=CC=C(C=C12)Cl)OC (1-(4-amino-3-methoxyphenyl)-7-chloro-3,4-dihydroisoquinoline), solution, C([O-])([O-])=O.[Na+].[Na+] (sodium carbonate), solution, FC(OC1=CC=C(C=C1)S(=O)(=O)Cl)(F)F (4-trifluoromethoxybenzenesulfonyl chloride). Solvent: O1CCOCC1 (dioxane), O1CCOCC1 (dioxane). Run at time 16 hour. The product is FC(OC1=CC=C(C=C1)S(=O)(=O)NC1=C(C=C(C=C1)C1=NCCC2=CC=C(C=C12)Cl)OC)(F)F (1-[4-(4-Trifluoromethoxybenzenesulfonamido)-3-methoxyphenyl]-7-chloro-3,4-dihydroisoquinoline). RXN SMILES: [NH2:1][C:2]1[CH:7]=[CH:6][C:5]([C:8]2[C:17]3[C:12](=[CH:13][CH:14]=[C:15]([Cl:18])[CH:16]=3)[CH2:11][CH2:10][N:9]=2)=[CH:4][C:3]=1[O:19][CH3:20].C(=O)([O-])[O-].[Na+].[Na+].[F:27][C:28]([F:41])([F:40])[O:29][C:30]1[CH:35]=[CH:34][C:33]([S:36](Cl)(=[O:38])=[O:37])=[CH:32][CH:31]=1>O1CCOCC1>[F:41][C:28]([F:27])([F:40])[O:29][C:30]1[CH:35]=[CH:34][C:33]([S:36]([NH:1][C:2]2[CH:7]=[CH:6][C:5]([C:8]3[C:17]4[C:12](=[CH:13][CH:14]=[C:15]([Cl:18])[CH:16]=4)[CH2:11][CH2:10][N:9]=3)=[CH:4][C:3]=2[O:19][CH3:20])(=[O:38])=[O:37])=[CH:32][CH:31]=1 |f:1.2.3|. Procedure: 28.7 mg of 1-(4-amino-3-methoxyphenyl)-7-chloro-3,4-dihydroisoquinoline are dissolved in 400 μl of dioxane, and 300 μl of a 0.33 molar solution of sodium carbonate are then added. 480 μl of a 0.25 molar solution of 4-trifluoromethoxybenzenesulfonyl chloride in dioxane are added to this mixture. The whole is stirred at RT for 16 h and the reaction mixture is loaded, at neutral pH, onto a cartridge containing 400 mg of diatomaceous earth and 300 mg of alumina. The product is eluted with 12 ml of d... Starting materials: Br.N1C[C@H](CC1)SC1=CC=C(C=C1)O ((S)-4-(pyrrolidin-3-yl-sulfanyl)-phenol hydrobromide), C1(=CC=CC=C1)CCCC=O (4-phenyl-butyraldehyde). Solvent: C(Cl)(Cl)Cl (chloroform). The product is C1(=CC=CC=C1)CCCCN1C[C@H](CC1)SC1=CC=C(C=C1)O ((S)-4-[1-(4-Phenyl-butyl)-pyrrolidin-3-yl-sulfanyl]-phenol). As a reaction SMILES: Br.[NH:2]1[CH2:6][CH2:5][C@H:4]([S:7][C:8]2[CH:13]=[CH:12][C:11]([OH:14])=[CH:10][CH:9]=2)[CH2:3]1.[C:15]1([CH2:21][CH2:22][CH2:23][CH:24]=O)[CH:20]=[CH:19][CH:18]=[CH:17][CH:16]=1>C(Cl)(Cl)Cl>[C:15]1([CH2:21][CH2:22][CH2:23][CH2:24][N:2]2[CH2:6][CH2:5][C@H:4]([S:7][C:8]3[CH:13]=[CH:12][C:11]([OH:14])=[CH:10][CH:9]=3)[CH2:3]2)[CH:20]=[CH:19][CH:18]=[CH:17][CH:16]=1 |f:0.1|. Procedure: The title compound, MS: m/e=328.3 (M+H+) and [α]D20=−6.26° (c=0.61, chloroform) was prepared from (S)-4-(pyrrolidin-3-yl-sulfanyl)-phenol hydrobromide and 4-phenyl-butyraldehyde. Run in C(C)O (ethanol). Reactants: C(C)OC(=O)OC(=O)OCC (pyrocarbonic acid diethyl ester), C(C)OC(=O)N1N=C2C=C(C=CC2=C1N)C(F)(F)F (3-amino-6-trifluoromethylindazole-2-carboxylic acid ethyl ester). Product: NC1=NNC2=CC(=CC=C12)C(F)(F)F (3-amino-6-trifluoromethylindazole). Reaction SMILES: C(OC(OC(OCC)=O)=O)C.C(OC([N:17]1[C:25]([NH2:26])=[C:24]2[C:19]([CH:20]=[C:21]([C:27]([F:30])([F:29])[F:28])[CH:22]=[CH:23]2)=[N:18]1)=O)C>C(O)C>[NH2:26][C:25]1[C:24]2[C:19](=[CH:20][C:21]([C:27]([F:29])([F:28])[F:30])=[CH:22][CH:23]=2)[NH:18][N:17]=1. Procedure: Analogously to Example 1, 0.04 mol of 3-amino-6-trifluoromethylindazole and 50 ml of pyrocarbonic acid diethyl ester in 25 ml of ethanol give 3-amino-6-trifluoromethylindazole-2-carboxylic acid ethyl ester (melting point: 153°-155° C; 77% of theory) in 1 hour at 20° C. Reactants: CC1Cc2ccc(Br)cc2CN1c1cc(N2CCN(C)CC2)nc(N)n1, O=C([O-])O, C1COCCO1, CC1(C)OB(c2cnn(CCC#N)c2)OC1(C)C, CO, [Na+], O, c1ccc(P(c2ccccc2)(c2ccccc2)[Pd](P(c2ccccc2)(c2ccccc2)c2ccccc2)(P(c2ccccc2)(c2ccccc2)c2ccccc2)P(c2ccccc2)(c2ccccc2)c2ccccc2)cc1. The product is CC1Cc2ccc(-c3cnn(CCC#N)c3)cc2CN1c1cc(N2CCN(C)CC2)nc(N)n1. RXN SMILES: [Br:1][c:2]1[cH:3][cH:4][c:5]2[c:10]([cH:11]1)[CH2:9][N:8]([c:12]1[n:13][c:14]([NH2:25])[n:15][c:16]([N:18]3[CH2:19][CH2:20][N:21]([CH3:24])[CH2:22][CH2:23]3)[cH:17]1)[CH:7]([CH3:26])[CH2:6]2.[C:45](=[O:46])([OH:47])[O-:48].[CH2:50]1[O:51][CH2:52][CH2:53][O:54][CH2:55]1.[CH3:27][C:28]1([CH3:29])[C:30]([CH3:31])([CH3:32])[O:33][B:34]([c:35]2[cH:36][n:37][n:38]([CH2:40][CH2:41][C:42]#[N:43])[cH:39]2)[O:44]1.[CH3:56][OH:57].[Na+:49].[OH2:135].[cH:58]1[cH:59][cH:60][c:61]([P:62]([Pd:63]([P:64]([c:65]2[cH:66][cH:67][cH:68][cH:69][cH:70]2)([c:71]2[cH:72][cH:73][cH:74][cH:75][cH:76]2)[c:77]2[cH:78][cH:79][cH:80][cH:81][cH:82]2)([P:83]([c:84]2[cH:85][cH:86][cH:87][cH:88][cH:89]2)([c:90]2[cH:91][cH:92][cH:93][cH:94][cH:95]2)[c:96]2[cH:97][cH:98][cH:99][cH:100][cH:101]2)[P:102]([c:103]2[cH:104][cH:105][cH:106][cH:107][cH:108]2)([c:109]2[cH:110][cH:111][cH:112][cH:113][cH:114]2)[c:115]2[cH:116][cH:117][cH:118][cH:119][cH:120]2)([c:121]2[cH:122][cH:123][cH:124][cH:125][cH:126]2)[c:127]2[cH:128][cH:129][cH:130][cH:131][cH:132]2)[cH:133][cH:134]1>>[c:2]1(-[c:35]2[cH:36][n:37][n:38]([CH2:40][CH2:41][C:42]#[N:43])[cH:39]2)[cH:3][cH:4][c:5]2[c:10]([cH:11]1)[CH2:9][N:8]([c:12]1[n:13][c:14]([NH2:25])[n:15][c:16]([N:18]3[CH2:19][CH2:20][N:21]([CH3:24])[CH2:22][CH2:23]3)[cH:17]1)[CH:7]([CH3:26])[CH2:6]2.